Dataset: the Open Reaction Database (ORD), a public repository of structured organic reaction records. Task: describe an organic reaction: reactants, conditions, products, and yield Product: NCCC1CN(c2ccnc(NCCc3ccccc3)n2)c2nc(-c3ccccc3)cc(=O)n2C1. As a reaction SMILES: [CH2:1]([O:2][C:3](=[O:4])[NH:10][CH2:11][CH2:12][CH:13]1[CH2:14][N:15]([c:30]2[n:31][c:32]([NH:36][CH2:37][CH2:38][c:39]3[cH:40][cH:41][cH:42][cH:43][cH:44]3)[n:33][cH:34][cH:35]2)[c:16]2[n:17]([c:19](=[O:29])[cH:20][c:21](-[c:23]3[cH:24][cH:25][cH:26][cH:27][cH:28]3)[n:22]2)[CH2:18]1)[c:5]1[cH:6][cH:7][cH:8][cH:9][cH:45]1.[CH3:51][OH:52].[Cl:46][CH2:47][Cl:48].[H:49][H:50]>>[NH2:10][CH2:11][CH2:12][CH:13]1[CH2:14][N:15]([c:30]2[n:31][c:32]([NH:36][CH2:37][CH2:38][c:39]3[cH:40][cH:41][cH:42][cH:43][cH:44]3)[n:33][cH:34][cH:35]2)[c:16]2[n:17]([c:19](=[O:29])[cH:20][c:21](-[c:23]3[cH:24][cH:25][cH:26][cH:27][cH:28]3)[n:22]2)[CH2:18]1. The reactants are O=C(NCCC1CN(c2ccnc(NCCc3ccccc3)n2)c2nc(-c3ccccc3)cc(=O)n2C1)OCc1ccccc1, CO, ClCCl, [H][H].